From a dataset of the Open Reaction Database (ORD), a public repository of structured organic reaction records. describe an organic reaction: reactants, conditions, products, and yield The reactants are CCOC(=O)CCSc1nnc(Br)n1-c1ccc(C2CC2)c2ccccc12, C1CCOC1, CO, Cl, [Li+], [OH-]. As a reaction SMILES: [Br:3][c:4]1[n:5](-[c:17]2[cH:18][cH:19][c:20]([CH:27]3[CH2:28][CH2:29]3)[c:21]3[cH:22][cH:23][cH:24][cH:25][c:26]23)[c:6]([S:9][CH2:10][CH2:11][C:12]([O:13][CH2:14][CH3:15])=[O:16])[n:7][n:8]1.[CH2:31]1[O:32][CH2:33][CH2:34][CH2:35]1.[CH3:36][OH:37].[ClH:30].[Li+:1].[OH-:2]>>[Br:3][c:4]1[n:5](-[c:17]2[cH:18][cH:19][c:20]([CH:27]3[CH2:28][CH2:29]3)[c:21]3[cH:22][cH:23][cH:24][cH:25][c:26]23)[c:6]([SH:9])[n:7][n:8]1. Product: Sc1nnc(Br)n1-c1ccc(C2CC2)c2ccccc12. Starting materials: FC1=NC(=C(C=C1F)F)F (2,3,5,6-tetrafluoropyridine), C(C1=CC=CC=C1)N (benzylamine). The solvent is C(C)#N (acetonitrile). The product is C(C1=CC=CC=C1)NC1=NC(=C(C=C1F)F)F (2-benzylamino-3,5,6-trifluoropyridine). Yield: 84.6%. RXN SMILES: F[C:2]1[C:7]([F:8])=[CH:6][C:5]([F:9])=[C:4]([F:10])[N:3]=1.[CH2:11]([NH2:18])[C:12]1[CH:17]=[CH:16][CH:15]=[CH:14][CH:13]=1>C(#N)C>[CH2:11]([NH:18][C:2]1[C:7]([F:8])=[CH:6][C:5]([F:9])=[C:4]([F:10])[N:3]=1)[C:12]1[CH:17]=[CH:16][CH:15]=[CH:14][CH:13]=1. Procedure details: To 50 ml of acetonitrile were added 12.0 g of 2,3,5,6-tetrafluoropyridine and 18.0 g of benzylamine, and the mixture was stirred under reflux condition for 2 hours, and the solvent and the like were distilled off. To the residue was added 150 ml of ethyl acetate, and the mixture was washed twice with 150 ml of distilled water and 150 ml of 10% aqueous solution of citric acid. The ethyl acetate layer was dried over anhydrous magnesium sulfate and concentrated under reduced pressure to obtain 16.0...